From a dataset of the Open Reaction Database (ORD), a public repository of structured organic reaction records. describe an organic reaction: reactants, conditions, products, and yield Starting materials: COc1ccc(-n2nc(C(C)C)cc2-c2ccc(OCCNC(=O)OC(C)(C)C)cc2)cc1, ClCCl, Cl, C1COCCO1. The product is COc1ccc(-n2nc(C(C)C)cc2-c2ccc(OCCN)cc2)cc1, Cl. Reaction SMILES: [CH:8]([CH3:9])([CH3:10])[c:11]1[n:12][n:13](-[c:33]2[cH:34][cH:35][c:36]([O:39][CH3:40])[cH:37][cH:38]2)[c:14](-[c:16]2[cH:17][cH:18][c:19]([O:20][CH2:21][CH2:22][NH:23][C:24](=[O:25])[O:26][C:27]([CH3:28])([CH3:29])[CH3:30])[cH:31][cH:32]2)[cH:15]1.[Cl:41][CH2:42][Cl:43].[ClH:7].[O:1]1[CH2:2][CH2:3][O:4][CH2:5][CH2:6]1>>[CH:8]([CH3:9])([CH3:10])[c:11]1[n:12][n:13](-[c:33]2[cH:34][cH:35][c:36]([O:39][CH3:40])[cH:37][cH:38]2)[c:14](-[c:16]2[cH:17][cH:18][c:19]([O:20][CH2:21][CH2:22][NH2:23])[cH:31][cH:32]2)[cH:15]1.[ClH:7].